describe an organic reaction: reactants, conditions, products, and yield From a dataset of the Open Reaction Database (ORD), a public repository of structured organic reaction records. Reactants: O (water), ClC=1C=C2CC(C(C2=CC1)O)S(=O)(=O)C (5-chloro-2-methylsulfonylindan-1-ol), CI (methyl iodide), C(C)(C)NC(C)C.[Li] (lithium diisopropylamine). Solvent: C(C)(=O)OCC (ethyl acetate), O1CCCC1 (tetrahydrofuran). Run at temperature -70 celsius, time 30 minute. Product: ClC=1C=C2CC(C(C2=CC1)O)S(=O)(=O)C(C)C (5-chloro-2-(propane-2-sulfonyl)indan-1-ol). Reaction SMILES: [Cl:1][C:2]1[CH:3]=[C:4]2[C:8](=[CH:9][CH:10]=1)[CH:7]([OH:11])[CH:6]([S:12](C)(=[O:14])=[O:13])[CH2:5]2.C(N[CH:20]([CH3:22])[CH3:21])(C)C.[Li].CI.O>O1CCCC1.C(OCC)(=O)C>[Cl:1][C:2]1[CH:3]=[C:4]2[C:8](=[CH:9][CH:10]=1)[CH:7]([OH:11])[CH:6]([S:12]([CH:20]([CH3:21])[CH3:22])(=[O:14])=[O:13])[CH2:5]2 |f:1.2,^1:22|. Procedure: 200 mg (0.8 mmol) of 5-chloro-2-methylsulfonylindan-1-ol were dissolved in 5 ml of dry tetrahydrofuran. The solution was cooled to −70° C., and under an atomosphere of nitrogen, 0.4 ml (0.8 mmol) of lithium diisopropylamine (2 M solution in tetrahydrofuran) was added dropwise. The reaction solution was stirred at −70° C. for 30 min, and 62.2 μl (1 mmol) of methyl iodide were then added. The reaction mixture was warmed to 0° C., water and then ethyl acetate was added, the organic phase was separa...